From a dataset of the Open Reaction Database (ORD), a public repository of structured organic reaction records. describe an organic reaction: reactants, conditions, products, and yield The reactants are CC(C)OC(=O)N1CCC(COc2ccc(Br)nc2F)CC1, O=C([O-])[O-], CS(=O)(=O)c1ccc(B(O)O)cc1, COCCOC, CO, [Na+], [Na+], Cl[Pd]Cl, c1ccc(P(c2ccccc2)c2ccccc2)cc1, c1ccc(P(c2ccccc2)c2ccccc2)cc1. Product: CC(C)OC(=O)N1CCC(COc2ccc(-c3ccc(S(C)(=O)=O)cc3)nc2F)CC1. As a reaction SMILES: [Br:14][c:15]1[cH:16][cH:17][c:18]([O:22][CH2:23][CH:24]2[CH2:25][CH2:26][N:27]([C:30](=[O:31])[O:32][CH:33]([CH3:34])[CH3:35])[CH2:28][CH2:29]2)[c:19]([F:21])[n:20]1.[C:36](=[O:37])([O-:38])[O-:39].[CH3:1][S:2](=[O:3])(=[O:4])[c:5]1[cH:6][cH:7][c:8]([B:11]([OH:12])[OH:13])[cH:9][cH:10]1.[CH3:42][O:43][CH2:44][CH2:45][O:46][CH3:47].[CH3:89][OH:90].[Na+:40].[Na+:41].[Pd:48]([Cl:49])[Cl:50].[c:51]1([P:52]([c:53]2[cH:54][cH:55][cH:56][cH:57][cH:58]2)[c:59]2[cH:60][cH:61][cH:62][cH:63][cH:64]2)[cH:65][cH:66][cH:67][cH:68][cH:69]1.[c:70]1([P:71]([c:72]2[cH:73][cH:74][cH:75][cH:76][cH:77]2)[c:78]2[cH:79][cH:80][cH:81][cH:82][cH:83]2)[cH:84][cH:85][cH:86][cH:87][cH:88]1>>[CH3:1][S:2](=[O:3])(=[O:4])[c:5]1[cH:6][cH:7][c:8](-[c:15]2[cH:16][cH:17][c:18]([O:22][CH2:23][CH:24]3[CH2:25][CH2:26][N:27]([C:30](=[O:31])[O:32][CH:33]([CH3:34])[CH3:35])[CH2:28][CH2:29]3)[c:19]([F:21])[n:20]2)[cH:9][cH:10]1.